Dataset: the Open Reaction Database (ORD), a public repository of structured organic reaction records. Task: describe an organic reaction: reactants, conditions, products, and yield Product: [N-]=[N+]=NCc1ccccc1Br. Starting materials: BrCc1ccccc1Br, CN(C)C=O, [N-]=[N+]=[N-], [Na+], O. RXN SMILES: [Br:1][CH2:2][c:3]1[c:4]([Br:9])[cH:5][cH:6][cH:7][cH:8]1.[CH3:15][N:16]([CH3:17])[CH:18]=[O:19].[N-:11]=[N+:12]=[N-:13].[Na+:10].[OH2:14]>>[CH2:2]([c:3]1[c:4]([Br:9])[cH:5][cH:6][cH:7][cH:8]1)[N:11]=[N+:12]=[N-:13]. Starting materials: [C-]#N, C1CCOC1, CNC, Cl, O=Cc1cn(C(c2ccccc2)(c2ccccc2)c2ccccc2)c(F)n1, [Na+]. The product is CN(C)C(C#N)c1cn(C(c2ccccc2)(c2ccccc2)c2ccccc2)c(F)n1. RXN SMILES: [C-:5]#[N:6].[CH2:35]1[O:36][CH2:37][CH2:38][CH2:39]1.[CH3:2][NH:3][CH3:4].[ClH:1].[F:8][c:9]1[n:10]([C:16]([c:17]2[cH:18][cH:19][cH:20][cH:21][cH:22]2)([c:23]2[cH:24][cH:25][cH:26][cH:27][cH:28]2)[c:29]2[cH:30][cH:31][cH:32][cH:33][cH:34]2)[cH:11][c:12]([CH:14]=[O:15])[n:13]1.[Na+:7]>>[CH3:2][N:3]([CH3:4])[CH:14]([C:5]#[N:6])[c:12]1[cH:11][n:10]([C:16]([c:17]2[cH:18][cH:19][cH:20][cH:21][cH:22]2)([c:23]2[cH:24][cH:25][cH:26][cH:27][cH:28]2)[c:29]2[cH:30][cH:31][cH:32][cH:33][cH:34]2)[c:9]([F:8])[n:13]1. Starting materials: CCO, CCOC(C)=O, [Cl-], [Fe], [NH4+], C1CCOC1, O, O=C(Nc1ccc(Sc2ccc(C(=O)Nc3cncc(Br)c3)cc2[N+](=O)[O-])cc1)OCC1c2ccccc2-c2ccccc21. The product is Nc1cc(C(=O)Nc2cncc(Br)c2)ccc1Sc1ccc(NC(=O)OCC2c3ccccc3-c3ccccc32)cc1. As a reaction SMILES: [CH3:47][CH2:48][OH:49].[CH3:56][CH2:57][O:58][C:59](=[O:60])[CH3:61].[Cl-:45].[Fe:62].[NH4+:46].[O:50]1[CH2:51][CH2:52][CH2:53][CH2:54]1.[OH2:55].[cH:1]1[cH:2][cH:3][cH:4][c:5]2[c:13]1[CH:12]([CH2:14][O:15][C:16]([NH:17][c:18]1[cH:19][cH:20][c:21]([S:24][c:25]3[c:26]([N+:41]([O-:42])=[O:43])[cH:27][c:28]([C:31]([NH:32][c:33]4[cH:34][n:35][cH:36][c:37]([Br:39])[cH:38]4)=[O:40])[cH:29][cH:30]3)[cH:22][cH:23]1)=[O:44])[c:11]1[c:6]-2[cH:7][cH:8][cH:9][cH:10]1>>[cH:1]1[cH:2][cH:3][cH:4][c:5]2[c:13]1[CH:12]([CH2:14][O:15][C:16]([NH:17][c:18]1[cH:19][cH:20][c:21]([S:24][c:25]3[c:26]([NH2:41])[cH:27][c:28]([C:31]([NH:32][c:33]4[cH:34][n:35][cH:36][c:37]([Br:39])[cH:38]4)=[O:40])[cH:29][cH:30]3)[cH:22][cH:23]1)=[O:44])[c:11]1[c:6]-2[cH:7][cH:8][cH:9][cH:10]1. Run at temperature 60 celsius. Product: NC=1C(=C2C(=CC=NC2=C(C1)C)C#N)C (6-amino-4-cyano-5,8-dimethylquinoline). The reactants are C(#N)C1=CC=NC2=C(C=C(C(=C12)C)[N+](=O)[O-])C (4-cyano-5,8-dimethyl-6-nitroquinoline), stannous chloride dihydrate, C(C)O (ethanol), [OH-].[Na+] (sodium hydroxide). As a reaction SMILES: [C:1]([C:3]1[C:12]2[C:7](=[C:8]([CH3:17])[CH:9]=[C:10]([N+:14]([O-])=O)[C:11]=2[CH3:13])[N:6]=[CH:5][CH:4]=1)#[N:2].C(O)C.[OH-].[Na+]>O>[NH2:14][C:10]1[C:11]([CH3:13])=[C:12]2[C:7](=[C:8]([CH3:17])[CH:9]=1)[N:6]=[CH:5][CH:4]=[C:3]2[C:1]#[N:2] |f:2.3|. The solvent is O (water). Procedure details: A mixture of 4-cyano-5,8-dimethyl-6-nitroquinoline (2.54 g, 11.2 mmol), stannous chloride dihydrate (12.6 g, 55.9 mmol) and ethanol (200 mL) is heated at 60° C. for 1.5 hours. The reaction is cooled to room temperature, and water (60 mL) is added. The mixture is basified with 10% aqueous sodium hydroxide solution (70 mL) and subsequently extracted with methylene chloride (3×150 mL). Drying (sodium sulfate) and evaporation provides 6-amino-4-cyano-5,8-dimethylquinoline.